Dataset: the Open Reaction Database (ORD), a public repository of structured organic reaction records. Task: describe an organic reaction: reactants, conditions, products, and yield Reactants: C(CCC)[Sn](C(=C)OCC)(CCCC)CCCC (tributyl(1-ethoxyvinyl)stannane), BrC=1C=CC=C2C=CC(=NC12)N(C(OC)=O)C1=CC=CC=C1 (methyl (8-bromoquinolin-2-yl)(phenyl)carbamate). The reagents and catalysts are C=1C=CC(=CC1)[P](C=2C=CC=CC2)(C=3C=CC=CC3)[Pd]([P](C=4C=CC=CC4)(C=5C=CC=CC5)C=6C=CC=CC6)([P](C=7C=CC=CC7)(C=8C=CC=CC8)C=9C=CC=CC9)[P](C=1C=CC=CC1)(C=1C=CC=CC1)C=1C=CC=CC1 (Pd(PPh3)4). The solvent is C1(=CC=CC=C1)C (toluene). Run at temperature 100 celsius, time 20 hour. Yields the product C(C)(=O)C=1C=CC=C2C=CC(=NC12)N(C(OC)=O)C1=CC=CC=C1 (methyl (8-acetylquinolin-2-yl)(phenyl)carbamate). Reaction SMILES: C([Sn](CCCC)(CCCC)[C:6]([O:8]CC)=[CH2:7])CCC.Br[C:20]1[CH:21]=[CH:22][CH:23]=[C:24]2[C:29]=1[N:28]=[C:27]([N:30]([C:35]1[CH:40]=[CH:39][CH:38]=[CH:37][CH:36]=1)[C:31](=[O:34])[O:32][CH3:33])[CH:26]=[CH:25]2>C1C=CC([P]([Pd]([P](C2C=CC=CC=2)(C2C=CC=CC=2)C2C=CC=CC=2)([P](C2C=CC=CC=2)(C2C=CC=CC=2)C2C=CC=CC=2)[P](C2C=CC=CC=2)(C2C=CC=CC=2)C2C=CC=CC=2)(C2C=CC=CC=2)C2C=CC=CC=2)=CC=1.C1(C)C=CC=CC=1>[C:6]([C:20]1[CH:21]=[CH:22][CH:23]=[C:24]2[C:29]=1[N:28]=[C:27]([N:30]([C:35]1[CH:40]=[CH:39][CH:38]=[CH:37][CH:36]=1)[C:31](=[O:34])[O:32][CH3:33])[CH:26]=[CH:25]2)(=[O:8])[CH3:7] |^1:44,46,65,84|. Procedure details: A mixture of Pd(PPh3)4 (60.8 mg, 0.053 mmol, Strem Chemicals, Newburyport, Mass.), tributyl(1-ethoxyvinyl)stannane (391 μl, 1.158 mmol, Sigma Aldrich), methyl (8-bromoquinolin-2-yl)(phenyl)carbamate (Example 46a; 376 mg, 1.053 mmol), and toluene (5.2 mL) were stirred under N2 at 100° C. for 20 h. Purification by column chromatography (silica gel: 0 to 10% EtOAc/hexanes followed by 70% EtOAc/hexanes) provided methyl (8-acetylquinolin-2-yl)(phenyl)carbamate, which was used without further purifica...